From a dataset of the Open Reaction Database (ORD), a public repository of structured organic reaction records. describe an organic reaction: reactants, conditions, products, and yield Reactants: Cl.N1(N=CC=C1)C(=N)N (1-H-Pyrazole-1-carboxamidine hydrochloride), C(C)(C)N(CC)C(C)C (diisopropyl ethylamine), ClC1=C(C=CC=C1)C=1C(=C(SC1)C1=CC=C(C=C1)C(=O)NC(CC)CC)CC(=O)O ([4-(2-Chlorophenyl)-2-(4-{[(1-ethylpropyl)amino]carbonyl}phenyl)thien-3-yl]acetic acid). The solvent is C(Cl)Cl (CH2Cl2). Reaction conditions: time 30 minute. Product: ClC1=C(C=CC=C1)C=1C(=C(SC1)C1=CC=C(C(=O)NC(CC)CC)C=C1)CC(NC(N1N=CC=C1)=N)=O (4-(4-(2-chloro-phenyl)-3-{[(imino-pyrazol-1-yl-methyl)-carbamoyl]-methyl}-thiophen-2-yl)-N-(1-ethyl-propyl)-benzamide). Isolated yield 57.8%. As a reaction SMILES: [Cl:1][C:2]1[CH:7]=[CH:6][CH:5]=[CH:4][C:3]=1[C:8]1[C:9]([CH2:27][C:28]([OH:30])=O)=[C:10]([C:13]2[CH:18]=[CH:17][C:16]([C:19]([NH:21][CH:22]([CH2:25][CH3:26])[CH2:23][CH3:24])=[O:20])=[CH:15][CH:14]=2)[S:11][CH:12]=1.Cl.[N:32]1([C:37]([NH2:39])=[NH:38])[CH:36]=[CH:35][CH:34]=[N:33]1.C(N(C(C)C)CC)(C)C>C(Cl)Cl>[Cl:1][C:2]1[CH:7]=[CH:6][CH:5]=[CH:4][C:3]=1[C:8]1[C:9]([CH2:27][C:28](=[O:30])[NH:39][C:37](=[NH:38])[N:32]2[CH:36]=[CH:35][CH:34]=[N:33]2)=[C:10]([C:13]2[CH:18]=[CH:17][C:16]([C:19]([NH:21][CH:22]([CH2:25][CH3:26])[CH2:23][CH3:24])=[O:20])=[CH:15][CH:14]=2)[S:11][CH:12]=1 |f:1.2|. Procedure details: [4-(2-Chlorophenyl)-2-(4-{[(1-ethylpropyl)amino]carbonyl}phenyl)thien-3-yl]acetic acid (0.125 g, 0.282 mmol) was dissolved in CH2Cl2 (2 mL) and carbonyldiimidizole (0.229 g, 1.41 mmol) was added. The solution was stirred under argon at room temperature for 30 min. 1-H-Pyrazole-1-carboxamidine hydrochloride (0.413 g, 2.82 mmol) and diisopropyl ethylamine (0.737 mL, 4.23 mmol) were added to the solution and stirred overnight. The solvent was removed and the mixture was absorbed onto silica gel and... The product is O\N=C\C1=CC=C(C=C1)P(OCC)(=O)C ((E)-Ethyl 4-((hydroxyimino)methyl)phenyl(methyl)phosphinate). RXN SMILES: [CH:1]([C:3]1[CH:8]=[CH:7][C:6]([P:9]([CH3:14])(=[O:13])[O:10][CH2:11][CH3:12])=[CH:5][CH:4]=1)=O.Cl.[NH2:16][OH:17].C([O-])(O)=O.[Na+]>C(O)C>[OH:17]/[N:16]=[CH:1]/[C:3]1[CH:8]=[CH:7][C:6]([P:9]([CH3:14])(=[O:13])[O:10][CH2:11][CH3:12])=[CH:5][CH:4]=1 |f:1.2,3.4|. Starting materials: C(=O)C1=CC=C(C=C1)P(OCC)(=O)C (Ethyl 4-formylphenyl(methyl)phosphinate), Cl.NO (hydroxylamine hydrochloride), C(=O)(O)[O-].[Na+] (NaHCO3). Procedure details: To a solution of compound 38-c (530 mg, 2.5 mmol) in ethanol (10 mL) was added hydroxylamine hydrochloride (230 mg, 3.2 mmol) and NaHCO3 (360 g, 3.60 mmol). The reaction mixture was then stirred for 10 h at room temperature. The resulting mixture was concentrated under reduce pressure to afford crude compound 38-d (570 mg). LC-MS 228 [M+H]+ Conditions: time 10 hour. The solvent is C(C)O (ethanol). Product: Cl, O=C(CCCN1CCC(=C(c2ccccc2)c2ccccc2)CC1)c1ccc(F)cc1. RXN SMILES: [CH:35]([OH:36])([CH3:37])[CH3:38].[ClH:1].[ClH:34].[F:2][c:3]1[cH:4][cH:5][c:6]([C:9]([CH2:10][CH2:11][CH2:12][N:13]2[CH2:14][CH2:15][CH:16]([C:19]([c:20]3[cH:21][cH:22][cH:23][cH:24][cH:25]3)([c:26]3[cH:27][cH:28][cH:29][cH:30][cH:31]3)[OH:32])[CH2:17][CH2:18]2)=[O:33])[cH:7][cH:8]1>>[ClH:1].[F:2][c:3]1[cH:4][cH:5][c:6]([C:9]([CH2:10][CH2:11][CH2:12][N:13]2[CH2:14][CH2:15][C:16](=[C:19]([c:20]3[cH:21][cH:22][cH:23][cH:24][cH:25]3)[c:26]3[cH:27][cH:28][cH:29][cH:30][cH:31]3)[CH2:17][CH2:18]2)=[O:33])[cH:7][cH:8]1. The reactants are CC(C)O, Cl, Cl, O=C(CCCN1CCC(C(O)(c2ccccc2)c2ccccc2)CC1)c1ccc(F)cc1. Starting materials: C(CCC)OCCSCC1OC1 (2-(2-butoxyethylthiomethyl)oxirane), CC(C)([O-])C.[K+] (potassium t-butoxide). The product is C(CCC)OCCSC=CCO (3-(2-butoxyethylthio)-2-propenol), C(=CC)O (propenol). Yield: 950.6%. Reaction SMILES: [CH2:1]([O:5][CH2:6][CH2:7][S:8][CH2:9][CH:10]1[CH2:12][O:11]1)[CH2:2][CH2:3][CH3:4].CC(C)([O-])C.[K+]>>[CH2:1]([O:5][CH2:6][CH2:7][S:8][CH:9]=[CH:10][CH2:12][OH:11])[CH2:2][CH2:3][CH3:4].[CH:1]([OH:5])=[CH:2][CH3:3] |f:1.2|. Reported procedure: Following the procedure of Example 10, 2-butoxyethyltosylate (26.85 g, 98.7 mmol) and 3-mercapto-1,2-propanediol (10.68 g, 98.7 mmol) are reacted together to give 3-(2-butoxyethylthio)-1,2-propanediol, which diol (10.0 g, 52.5 mmol) is reacted with tosyl chloride (10.0 g) in pyridine. The tosylate (9.27 g, 25.6 mmol) is reacted with NaOH (1.02 g, 25.6 mmol) to give 2-(2-butoxyethylthiomethyl)oxirane. The oxirane (1.0 g, 5.26 mmol) and potassium t-butoxide (0.18 g, 1.58 mmol) are reacted together... Reactants: CCOC(=O)c1csc(Cl)n1, CCO, [Na+], [OH-]. Yields the product O=C(O)c1csc(Cl)n1. As a reaction SMILES: [CH2:3]([CH3:4])[O:5][C:6](=[O:7])[c:8]1[n:9][c:10]([Cl:13])[s:11][cH:12]1.[CH3:14][CH2:15][OH:16].[Na+:2].[OH-:1]>>[O:5]=[C:6]([OH:7])[c:8]1[n:9][c:10]([Cl:13])[s:11][cH:12]1. Starting materials: FC(C1=C(OC2CCN(CC2)C2=NC=C(C=N2)C=2C=NN(C2)CC(=O)OCC)C=CC=C1)(F)F (ethyl [4-(2-{4-[2-(trifluoromethyl)phenoxy]piperidin-1-yl}pyrimidin-5-yl)-1H-pyrazol-1-yl]acetate-), [OH-].[Na+] (sodium hydroxide). Solvent: CO (methanol). Conditions: temperature 80 celsius. Yields the product FC(C1=C(OC2CCN(CC2)C2=NC=C(C=N2)C=2C=NN(C2)CC(=O)O)C=CC=C1)(F)F ([4-(2-{4-[2-(trifluoromethyl)phenoxy]piperidin-1-yl}pyrimidin-5-yl)-1H-pyrazol-1-yl]acetic acid). As a reaction SMILES: [F:1][C:2]([F:34])([F:33])[C:3]1[CH:32]=[CH:31][CH:30]=[CH:29][C:4]=1[O:5][CH:6]1[CH2:11][CH2:10][N:9]([C:12]2[N:17]=[CH:16][C:15]([C:18]3[CH:19]=[N:20][N:21]([CH2:23][C:24]([O:26]CC)=[O:25])[CH:22]=3)=[CH:14][N:13]=2)[CH2:8][CH2:7]1.[OH-].[Na+]>CO>[F:34][C:2]([F:1])([F:33])[C:3]1[CH:32]=[CH:31][CH:30]=[CH:29][C:4]=1[O:5][CH:6]1[CH2:11][CH2:10][N:9]([C:12]2[N:17]=[CH:16][C:15]([C:18]3[CH:19]=[N:20][N:21]([CH2:23][C:24]([OH:26])=[O:25])[CH:22]=3)=[CH:14][N:13]=2)[CH2:8][CH2:7]1 |f:1.2|. Reported procedure: Into a 10-mL flask equipped with a magnetic stirbar was added ethyl [4-(2-{4-[2-(trifluoromethyl)phenoxy]piperidin-1-yl}pyrimidin-5-yl)-1H-pyrazol-1-yl]acetate-(50 mg, 0.10 mmol), methanol (2 mL) and 1 M aqueous sodium hydroxide solution (0.52 mL, 0.53 mmol). The suspension was heated to 80° C. for 2 h. The reaction mixture was concentrated to remove the methanol and the residue was poured into a 125-mL separatory funnel containing saturated aqueous KH2PO4 solution (75 mL) and the mixture was ex...